From a dataset of the Open Reaction Database (ORD), a public repository of structured organic reaction records. describe an organic reaction: reactants, conditions, products, and yield Reactants: CC(Br)C(N)=O, O=C([O-])[O-], CN(C1=NC(=O)C(=Cc2ccc3c(cnn3Cc3ccc(C(F)(F)F)cc3C(F)(F)F)c2)S1)C1CCNCC1, [K+], [K+], CN(C)C=O. Yields the product CC(C(N)=O)N1CCC(N(C)C2=NC(=O)C(=Cc3ccc4c(cnn4Cc4ccc(C(F)(F)F)cc4C(F)(F)F)c3)S2)CC1. RXN SMILES: [Br:46][CH:47]([C:48](=[O:49])[NH2:50])[CH3:51].[C:40](=[O:41])([O-:42])[O-:43].[F:1][C:2]([c:3]1[c:4]([CH2:5][n:6]2[n:7][cH:8][c:9]3[cH:10][c:11]([CH:15]=[C:16]4[C:17](=[O:29])[N:18]=[C:19]([N:21]([CH:22]5[CH2:23][CH2:24][NH:25][CH2:26][CH2:27]5)[CH3:28])[S:20]4)[cH:12][cH:13][c:14]23)[cH:30][cH:31][c:32]([C:34]([F:35])([F:36])[F:37])[cH:33]1)([F:38])[F:39].[K+:44].[K+:45].[O:52]=[CH:53][N:54]([CH3:55])[CH3:56]>>[F:1][C:2]([c:3]1[c:4]([CH2:5][n:6]2[n:7][cH:8][c:9]3[cH:10][c:11]([CH:15]=[C:16]4[C:17](=[O:29])[N:18]=[C:19]([N:21]([CH:22]5[CH2:23][CH2:24][N:25]([CH:47]([C:48](=[O:49])[NH2:50])[CH3:51])[CH2:26][CH2:27]5)[CH3:28])[S:20]4)[cH:12][cH:13][c:14]23)[cH:30][cH:31][c:32]([C:34]([F:35])([F:36])[F:37])[cH:33]1)([F:38])[F:39]. Starting materials: NCCc1ccccc1, CN(C)CCCOc1ccc(C=O)cc1, Cc1ccccc1. The product is CN(C)CCCOc1ccc(C=NCCc2ccccc2)cc1. Reaction SMILES: [CH2:16]([CH2:17][c:18]1[cH:19][cH:20][cH:21][cH:22][cH:23]1)[NH2:24].[CH3:1][N:2]([CH2:3][CH2:4][CH2:5][O:6][c:7]1[cH:8][cH:9][c:10]([CH:11]=[O:12])[cH:13][cH:14]1)[CH3:15].[CH3:25][c:26]1[cH:27][cH:28][cH:29][cH:30][cH:31]1>>[CH3:1][N:2]([CH2:3][CH2:4][CH2:5][O:6][c:7]1[cH:8][cH:9][c:10]([CH:11]=[N:24][CH2:16][CH2:17][c:18]2[cH:19][cH:20][cH:21][cH:22][cH:23]2)[cH:13][cH:14]1)[CH3:15]. Starting materials: CN1CCOCC1 (N-methylmorpholine), C(C(C)C)OC(=O)Cl (isobutylchloroformate), NCCCC=1N=C(N(C1)C(C1=CC=CC=C1)(C1=CC=CC=C1)C1=CC=CC=C1)F (4-(3-Aminopropyl)-2-fluoro-1-triphenylmethylimidazole). Solvent: C1CCOC1 (THF). The product is FC=1N(C=C(N1)CCCNC(=O)OCC(C)C)C(C1=CC=CC=C1)(C1=CC=CC=C1)C1=CC=CC=C1 (2-fluoro-4-(3-isobutoxycarbonylaminopropyl)-1-triphenylmethylimidazole). Reaction SMILES: [NH2:1][CH2:2][CH2:3][CH2:4][C:5]1[N:6]=[C:7]([F:29])[N:8]([C:10]([C:23]2[CH:28]=[CH:27][CH:26]=[CH:25][CH:24]=2)([C:17]2[CH:22]=[CH:21][CH:20]=[CH:19][CH:18]=2)[C:11]2[CH:16]=[CH:15][CH:14]=[CH:13][CH:12]=2)[CH:9]=1.CN1CCOCC1.[CH2:37]([O:41][C:42](Cl)=[O:43])[CH:38]([CH3:40])[CH3:39]>C1COCC1>[F:29][C:7]1[N:8]([C:10]([C:11]2[CH:16]=[CH:15][CH:14]=[CH:13][CH:12]=2)([C:23]2[CH:28]=[CH:27][CH:26]=[CH:25][CH:24]=2)[C:17]2[CH:18]=[CH:19][CH:20]=[CH:21][CH:22]=2)[CH:9]=[C:5]([CH2:4][CH2:3][CH2:2][NH:1][C:42]([O:41][CH2:37][CH:38]([CH3:40])[CH3:39])=[O:43])[N:6]=1. Procedure details: 4-(3-Aminopropyl)-2-fluoro-1-triphenylmethylimidazole was dissolved in THF and treated with N-methylmorpholine and isobutylchloroformate. Extractive work-up followed by chromatography gave 2-fluoro-4-(3-isobutoxycarbonylaminopropyl)-1-triphenylmethylimidazole. Reactants: C[S-], CO, C#CCn1c(-c2ccccc2)nc(Cl)c(C)c1=O, [Na+]. Yields the product C#CCn1c(-c2ccccc2)nc(SC)c(C)c1=O. As a reaction SMILES: [CH3:19][S-:20].[CH3:22][OH:23].[Cl:1][c:2]1[c:3]([CH3:18])[c:4](=[O:17])[n:5]([CH2:14][C:15]#[CH:16])[c:6](-[c:8]2[cH:9][cH:10][cH:11][cH:12][cH:13]2)[n:7]1.[Na+:21]>>[c:2]1([S:20][CH3:19])[c:3]([CH3:18])[c:4](=[O:17])[n:5]([CH2:14][C:15]#[CH:16])[c:6](-[c:8]2[cH:9][cH:10][cH:11][cH:12][cH:13]2)[n:7]1.